The task is: describe an organic reaction: reactants, conditions, products, and yield. This data is from the Open Reaction Database (ORD), a public repository of structured organic reaction records. Reaction conditions: time 8 hour. Run in C(C)(=O)OCC (ethyl acetate), N1=CC=CC=C1 (pyridine). Reactants: ClCCl (dichloromethane), [N+](=O)([O-])C1=CC=C(C=C1)N(C(=O)Cl)CC=1C(C2=CC=CC=C2C(C1CCCCCCCCCCCCCCCC)=O)=O (N-4-Nitrophenyl-N-(3-hexadecyl-1,4-naphthoquinonylmethyl)carbamoyl chloride), methylsulfamoyl. Product: C=1C=CC2=C(C1)C(=O)C=CC2=O (naphthoquinone). As a reaction SMILES: [N+](C1C=CC(N(C[C:15]2[C:16](=[O:42])[C:17]3[C:22]([C:23](=[O:41])[C:24]=2CCCCCCCCCCCCCCCC)=[CH:21][CH:20]=[CH:19][CH:18]=3)C(Cl)=O)=CC=1)([O-])=O.ClCCl>N1C=CC=CC=1.C(OCC)(=O)C>[CH:19]1[CH:20]=[CH:21][C:22]2[C:23](=[O:41])[CH:24]=[CH:15][C:16](=[O:42])[C:17]=2[CH:18]=1. Yield: 60.0%. Procedure: N-4-Nitrophenyl-N-(3-hexadecyl-1,4-naphthoquinonylmethyl)carbamoyl chloride (6.72 g, 11.3 mmol) was dissolved in 10 ml dry pyridine, using a minimum quantity of dichloromethane to aid in dissolution. The dye (as the methylsulfamoyl form) ##STR8## (4.2 g, 4.72 mmol) was then added and the resulting solution was stirred at room temperature overnight. The mixture was then diluted with ethyl acetate, extracted with 2N hydrochloric acid, dried with anhydrous magnesium sulfate, and filtered. The ethyl... The reactants are C(=O)=O (carbon dioxide), C(C)OCC (ethyl ether), BrC(C(=O)C1=C(C=C(C=C1)Br)Br)C (2-bromo-1-(2,4-dibromophenyl)-1-propanone), BrC(C(=O)C1=C(C=C(C=C1)Br)Br)C (2-bromo-1-(2,4-dibromophenyl)-1-propanone), C1(CC1)C(C1=CC=CC=C1)N(C(=S)N)CCC (N-(α-cyclopropylbenzyl)-N-propylthiourea), C1(CC1)C(C1=CC=CC=C1)N(C(=S)N)CCC (N-(α-cyclopropylbenzyl)-N-propylthiourea), solution, C(C)(C)(C)[Li] (tert-butyllithium), BrC1=C(C=CC(=C1)Br)C=1N=C(SC1C)N(CCC)C(C1=CC=CC=C1)C1CC1 (4-(2,4-dibromophenyl)-5-methyl-2-[N-(α-cyclopropylbenzyl)-N-propylamino]thiazole). Solvent: CCCCC (pentane). Yields the product C(=O)(O)C1=C(C=CC(=C1)C(=O)O)C=1N=C(SC1C)N(CCC)C(C1=CC=CC=C1)C1CC1 (4-(2,4-dicarboxyphenyl)-5-methyl-2-[N-(α-cyclopropylbenzyl)-N-propylamino]thiazole). As a reaction SMILES: C([Li])(C)(C)C.Br[C:7]1[CH:12]=[C:11](Br)[CH:10]=[CH:9][C:8]=1[C:14]1[N:15]=[C:16]([N:20]([CH:24]([CH:31]2[CH2:33][CH2:32]2)[C:25]2[CH:30]=[CH:29][CH:28]=[CH:27][CH:26]=2)[CH2:21][CH2:22][CH3:23])[S:17][C:18]=1[CH3:19].BrC(C)[C:36](C1C=CC(Br)=CC=1Br)=[O:37].C1(C(N(CCC)C(N)=S)C2C=CC=CC=2)CC1.[C:64](=[O:66])=[O:65].C([O:69]CC)C>CCCCC>[C:64]([C:7]1[CH:12]=[C:11]([C:36]([OH:37])=[O:69])[CH:10]=[CH:9][C:8]=1[C:14]1[N:15]=[C:16]([N:20]([CH:24]([CH:31]2[CH2:33][CH2:32]2)[C:25]2[CH:30]=[CH:29][CH:28]=[CH:27][CH:26]=2)[CH2:21][CH2:22][CH3:23])[S:17][C:18]=1[CH3:19])([OH:66])=[O:65]. Procedure: 5 ml of a 1.7M solution of tert-butyllithium in pentane are added, at -70° C., to 1.1 g of 4-(2,4-dibromophenyl)-5-methyl-2-[N-(α-cyclopropylbenzyl)-N-propylamino]thiazole (prepared from 2-bromo-1-(2,4-dibromophenyl)-1-propanone (Compound 14) and N-(α-cyclopropylbenzyl)-N-propylthiourea (Compound 65), according to the process described in Example 1, Step A), dissolved in 30 ml of anhydrous ethyl ether. The temperature is allowed to rise to -50° C. and the mixture is then subjected to the action ... The reactants are [H-].[Na+] (Sodium hydride), ice water, C1(=O)OCC2=CC=CC=C12 (phthalide), ClC=1C=C(C=CC1)O (3-chlorophenol), [H][H] (hydrogen). The solvent is CN(C=O)C (dimethylformamide), CN(C=O)C (dimethylformamide), CN(C=O)C (dimethylformamide). Reaction conditions: temperature 25 celsius, time 8 hour. Yields the product ClC=1C=C(OCC2=C(C(=O)O)C=CC=C2)C=CC1 (2-(3-chlorophenoxymethyl) benzoic acid). As a reaction SMILES: [H-].[Na+].[Cl:3][C:4]1[CH:5]=[C:6]([OH:10])[CH:7]=[CH:8][CH:9]=1.[H][H].[C:13]1([C:22]2[C:17](=[CH:18][CH:19]=[CH:20][CH:21]=2)[CH2:16][O:15]1)=[O:14]>CN(C)C=O>[Cl:3][C:4]1[CH:5]=[C:6]([CH:7]=[CH:8][CH:9]=1)[O:10][CH2:16][C:17]1[CH:18]=[CH:19][CH:20]=[CH:21][C:22]=1[C:13]([OH:15])=[O:14] |f:0.1|. Reported procedure: Sodium hydride (0.1 mol) is suspended in 60 ml. of dry dimethylformamide and 0.1 mol of 3-chlorophenol in about 60 ml. of dimethylformamide is added dropwise maintaining the temperature at 25° C. When hydrogen evolution is completed, 0.1 mol of phthalide in about 60 ml. of dimethylformamide is added slowly at 25° C. The mixture is refluxed for two hours, stirred at room temperature overnight, poured into ice-water and extracted with ether. The aqueous fraction is acidified with concentrated hydr... Reactants: C(C)OC(COC1=NOC(=C1)C(=O)O)=O (3-(2-Ethoxy-2-oxoethoxy)isoxazole-5-carboxylic acid), C(C(=O)Cl)(=O)Cl (oxalyl chloride), CN(C)C=O (DMF). Run in ClCCl (dichloromethane). Product: ClC(=O)C1=CC(=NO1)OCC(=O)OCC (ethyl {[5-(chlorocarbonyl)isoxazol-3-yl]oxy}acetate). As a reaction SMILES: [CH2:1]([O:3][C:4](=[O:15])[CH2:5][O:6][C:7]1[CH:11]=[C:10]([C:12](O)=[O:13])[O:9][N:8]=1)[CH3:2].C(Cl)(=O)C([Cl:19])=O.CN(C=O)C>ClCCl>[Cl:19][C:12]([C:10]1[O:9][N:8]=[C:7]([O:6][CH2:5][C:4]([O:3][CH2:1][CH3:2])=[O:15])[CH:11]=1)=[O:13]. Reported procedure: Ethyl [(5-{[(2S,4R)-4-[acetyl(4-chlorophenyl)amino]-2-methyl-3,4-dihydroquinolin-1(2H)-yl]carbonyl}isoxazol-3-yl)oxy]acetate was prepared following the procedure for N-(4-chlorophenyl)-N-{(2S,4R)-1-[(1-isopropyl-1H-pyrazol-4-yl)carbonyl]-2-methyl-1,2,3,4-tetrahydroquinolin-4-yl}acetamide substituting ethyl {[5-(chlorocarbonyl)isoxazol-3-yl]oxy}acetate for 1-isopropyl-1H-pyrazole-4-carbonyl chloride. (Ethyl {[15-chlorocarbonyl)isoxazol-3-yl]oxy}acetate was prepared in 4 steps from methyl 3-hydrox... The reactants are CC(C)CNCC(C)C, Cc1ccccc1, Oc1ccc(C2CCCC2)cc1, O=S(=O)(Cl)Cl. The product is Oc1ccc(C2CCCC2)cc1Cl. RXN SMILES: [CH2:13]([NH:14][CH2:15][CH:16]([CH3:17])[CH3:18])[CH:19]([CH3:20])[CH3:21].[CH3:27][c:28]1[cH:29][cH:30][cH:31][cH:32][cH:33]1.[CH:1]1([c:6]2[cH:7][cH:8][c:9]([OH:12])[cH:10][cH:11]2)[CH2:2][CH2:3][CH2:4][CH2:5]1.[S:22]([Cl:23])(=[O:24])([Cl:25])=[O:26]>>[CH:1]1([c:6]2[cH:7][cH:8][c:9]([OH:12])[c:10]([Cl:25])[cH:11]2)[CH2:2][CH2:3][CH2:4][CH2:5]1.